Dataset: the Open Reaction Database (ORD), a public repository of structured organic reaction records. Task: describe an organic reaction: reactants, conditions, products, and yield Reactants: IC=CC(CCCCC)O (1-iodo-1-octen-3-ol), ethynyl Grignard reagent, C(#C)[Mg]Br (ethynyl magnesium bromide), CCOCC (ether). The solvent is O1CCCC1 (tetrahydrofuran). Conditions: time 1 hour. The product is C(#C)C(C=CI)(CCCCC)O (3-ethynyl-1-iodo-1-octen-3-ol). RXN SMILES: [I:1][CH:2]=[CH:3][CH:4]([OH:10])[CH2:5][CH2:6][CH2:7][CH2:8][CH3:9].[C:11]([Mg]Br)#[CH:12].CCOCC>O1CCCC1>[C:11]([C:4]([OH:10])([CH2:5][CH2:6][CH2:7][CH2:8][CH3:9])[CH:3]=[CH:2][I:1])#[CH:12]. Reported procedure: As shown in FIG. 1, 1-iodo-1-octen-3-ol (II) is treated with an ethynyl Grignard reagent, conveniently ethynyl magnesium bromide, in a suitable Grignard solvent of the ether type, conveniently tetrahydrofuran, at reduced temperature, conveniently 0° C., while stirring for a short time, conveniently 1 hour, to give dl-3-ethynyl-1-iodo-1-octen-3-ol (III). Reactants: 2-B, COC1=C(C(=O)Cl)C=CC=C1 (2-methoxybenzoyl chloride), NC1=C(C#N)C=CC(=C1)Br (2-amino-4-bromobenzonitrile), C(C)(C)(C)OC(=O)N1C[C@H](CCC1)N ((S)-3-amino-piperidine-1-carboxylic acid tert-butyl ester). Product: BrC1=CC=C2C(=NC(=NC2=C1)C1=C(C=CC=C1)O)N[C@@H]1CN(CC1)C(=O)OC(C)(C)C ((S)-tert-Butyl 3-(7-bromo-2-(2-hydroxyphenyl)quinazolin-4-ylamino)pyrrolidine-1-carboxylate). Reaction SMILES: C[O:2][C:3]1[CH:11]=[CH:10][CH:9]=[CH:8][C:4]=1[C:5](Cl)=O.[NH2:12][C:13]1[CH:20]=[C:19]([Br:21])[CH:18]=[CH:17][C:14]=1[C:15]#[N:16].[C:22]([O:26][C:27]([N:29]1[CH2:34][CH2:33]C[C@H:31]([NH2:35])[CH2:30]1)=[O:28])([CH3:25])([CH3:24])[CH3:23]>>[Br:21][C:19]1[CH:20]=[C:13]2[C:14]([C:15]([NH:35][C@H:31]3[CH2:33][CH2:34][N:29]([C:27]([O:26][C:22]([CH3:23])([CH3:24])[CH3:25])=[O:28])[CH2:30]3)=[N:16][C:5]([C:4]3[CH:8]=[CH:9][CH:10]=[CH:11][C:3]=3[OH:2])=[N:12]2)=[CH:17][CH:18]=1. Procedure: The title compound was prepared from 2-methoxybenzoyl chloride, 2-amino-4-bromobenzonitrile and (S)-3-amino-piperidine-1-carboxylic acid tert-butyl ester using methods analogous to those described in Synthesis 1, steps 1-A, 2-B and 1-D. Starting materials: FC(S(=O)(=O)OC1=CC=C(C=C1)C1CCC(N1)=O)(F)F (5-(4-trifluoromethanesulfonyloxyphenyl)-2-pyrrolidinone), C(C)(C)(C)OC(=O)N1C([C@H](C[C@@H]1C1=CC=C(C=C1)C#N)CC=C)=O (trans-N-tert-butyloxycarbonyl-5-(4-cyanophenyl)-3-(2-propenyl)-2-pyrrolidinone). Yields the product C(#N)C1=C(C=C(C=C1)[C@H]1C[C@@H](C(N1)=O)CC=C)C (Trans-5-(4-cyano-3-methyl-phenyl)-3-(2-propenyl)-2-pyrrolidinone). As a reaction SMILES: F[C:2](F)(F)S(OC1C=CC(C2NC(=O)CC2)=CC=1)(=O)=O.C(OC([N:28]1[C@@H:32]([C:33]2[CH:38]=[CH:37][C:36]([C:39]#[N:40])=[CH:35][CH:34]=2)[CH2:31][C@H:30]([CH2:41][CH:42]=[CH2:43])[C:29]1=[O:44])=O)(C)(C)C>>[C:39]([C:36]1[CH:35]=[CH:34][C:33]([C@@H:32]2[NH:28][C:29](=[O:44])[C@@H:30]([CH2:41][CH:42]=[CH2:43])[CH2:31]2)=[CH:38][C:37]=1[CH3:2])#[N:40]. Procedure: The title compound was prepared using a procedure analogous to that described in AMIDOXIME 1, Step B substituting trans-5-(4-trifluoromethanesulfonyloxy-3-methyl-phenyl)-3-(2-propenyl)-2-pyrrolidinone for 5-(4-trifluoromethanesulfonyloxyphenyl)-2-pyrrolidinone: 1H NMR δ 2.06-2.11 (m, 1H), 2.23-2.29 (m, 1H), 2.36-2.42 (m, 1H), 2.55-2.64 (m, 5H), 4.71-4.73 (m, 1H), 5.08-5.14 (m, 2H), 5.74-5.80 (m, 1H), 6.41 (br. s, 1H), 7.18 (d, J=8.0, 11H), 7.23 (br. s, 1H), 7.59 (d, J=7.8, 11H). The reactants are ClC1=NC=NC(=C1)C1=CC=CC=C1 (4-chloro-6-phenylpyrimidine), C1CC2CC1CC2Br (exo-2-bromonorbornane), Grignard reagent, N1=CN=CC=C1 (pyrimidine), [Mg] (magnesium), Grignard reagent, [Cl-].[NH4+] (ammonium chloride). Reagents/catalysts: C1=CC=C(C=C1)P(CCP(C2=CC=CC=C2)C3=CC=CC=C3)C4=CC=CC=C4.Cl[Ni]Cl ([1,2-bis(diphenylphosphino)ethane]nickel(II) dichloride). Run in O1CCCC1 (THF), O1CCCC1 (tetrahydrofuran). Run at temperature -15 celsius. The product is C12C(CC(CC1)C2)C2=NC=NC(=C2)C2=CC=CC=C2 (4-(2-norbornyl)-6-phenylpyrimidine). As a reaction SMILES: [CH2:1]1[CH:5]2[CH2:6][CH:7](Br)[CH:3]([CH2:4]2)[CH2:2]1.[Mg].Cl[C:11]1[CH:16]=[C:15]([C:17]2[CH:22]=[CH:21][CH:20]=[CH:19][CH:18]=2)[N:14]=[CH:13][N:12]=1.[Cl-].[NH4+].N1C=CC=NC=1>C1C=CC(P(C2C=CC=CC=2)CCP(C2C=CC=CC=2)C2C=CC=CC=2)=CC=1.Cl[Ni]Cl.O1CCCC1>[CH:3]12[CH2:4][CH:5]([CH2:1][CH2:2]1)[CH2:6][CH:7]2[C:11]1[CH:16]=[C:15]([C:17]2[CH:22]=[CH:21][CH:20]=[CH:19][CH:18]=2)[N:14]=[CH:13][N:12]=1 |f:3.4,6.7|. Reported procedure: Next, into a reaction container were put 2.99 g of exo-2-bromonorbornane, 0.50 g of magnesium, and 10 mL of tetrahydrofuran (THF), and this reaction container was heated by irradiation with microwaves (2.45 GHz, 100 W) for 10 minutes so that Grignard reagent was prepared. 5.02 g of 4-chloro-6-phenylpyrimidine obtained in Step 1 and 30 mL of THF were mixed, and while the mixture was being stirred at −15° C., the obtained Grignard reagent was added thereto, 30 mg of [1,2-bis(diphenylphosphino)etha...